This data is from the Open Reaction Database (ORD), a public repository of structured organic reaction records. The task is: describe an organic reaction: reactants, conditions, products, and yield Starting materials: CCOC1=NS(=O)(=O)C(C#N)=C1Cl, CN([SiH](C)C)[Si](C)(C)C, CCO. The product is CCOC1=NS(=O)(=O)C(C#N)=C1N. As a reaction SMILES: [CH2:1]([CH3:2])[O:3][C:4]1=[N:5][S:6](=[O:12])(=[O:13])[C:7]([C:10]#[N:11])=[C:8]1[Cl:9].[CH3:14][SiH:15]([N:16]([CH3:18])[Si:19]([CH3:20])([CH3:21])[CH3:22])[CH3:17].[CH3:23][CH2:24][OH:25]>>[CH2:1]([CH3:2])[O:3][C:4]1=[N:5][S:6](=[O:12])(=[O:13])[C:7]([C:10]#[N:11])=[C:8]1[NH2:16].